This data is from the Open Reaction Database (ORD), a public repository of structured organic reaction records. The task is: describe an organic reaction: reactants, conditions, products, and yield The reactants are CN(C)C=O, Cl, O=N[O-], Nc1cc(=O)[nH]c(=O)n1Cc1ccccc1, [Na+], O. The product is Nc1c(N=O)c(=O)[nH]c(=O)n1Cc1ccccc1. RXN SMILES: [CH3:22][N:23]([CH3:24])[CH:25]=[O:26].[ClH:21].[N:17](=[O:18])[O-:19].[NH2:1][c:2]1[cH:3][c:4](=[O:16])[nH:5][c:6](=[O:15])[n:7]1[CH2:8][c:9]1[cH:10][cH:11][cH:12][cH:13][cH:14]1.[Na+:20].[OH2:27]>>[NH2:1][c:2]1[c:3]([N:17]=[O:18])[c:4](=[O:16])[nH:5][c:6](=[O:15])[n:7]1[CH2:8][c:9]1[cH:10][cH:11][cH:12][cH:13][cH:14]1. The reactants are FC1=C(C(=O)NC2=NN(C=C2)CC2=C(C=CC=C2C(F)(F)F)F)C(=CC=C1)F (2,6-difluoro-N-(1-{[2-fluoro-6-(trifluoromethyl)phenyl]methyl}-1H-pyrazol-3-yl)benzamide), [OH-].[K+] (potassium hydroxide), P(=O)(OCCl)(OC(C)(C)C)OC(C)(C)C (chloromethyl bis(1,1-dimethylethyl) phosphate), Intermediate 60. The solvent is CN(C=O)C (N,N-dimethylformamide). Run at time 7 day. The product is P(=O)(OCN(C1=NN(C=C1)CC1=C(C=CC=C1C(F)(F)F)F)C(=O)C1=C(C=CC=C1F)F)(OC(C)(C)C)OC(C)(C)C ([[(2,6-Difluorophenyl)carbonyl](1-{[2-fluoro-6-(trifluoromethyl)phenyl]methyl}-1H-pyrazol-3-yl)amino]methyl bis(1,1-dimethylethyl) phosphate). As a reaction SMILES: [F:1][C:2]1[CH:27]=[CH:26][CH:25]=[C:24]([F:28])[C:3]=1[C:4]([NH:6][C:7]1[CH:11]=[CH:10][N:9]([CH2:12][C:13]2[C:18]([C:19]([F:22])([F:21])[F:20])=[CH:17][CH:16]=[CH:15][C:14]=2[F:23])[N:8]=1)=[O:5].[P:29]([O:39][C:40]([CH3:43])([CH3:42])[CH3:41])([O:34][C:35]([CH3:38])([CH3:37])[CH3:36])([O:31][CH2:32]Cl)=[O:30].[OH-].[K+]>CN(C)C=O>[P:29]([O:34][C:35]([CH3:38])([CH3:37])[CH3:36])([O:39][C:40]([CH3:41])([CH3:43])[CH3:42])([O:31][CH2:32][N:6]([C:4]([C:3]1[C:2]([F:1])=[CH:27][CH:26]=[CH:25][C:24]=1[F:28])=[O:5])[C:7]1[CH:11]=[CH:10][N:9]([CH2:12][C:13]2[C:18]([C:19]([F:21])([F:22])[F:20])=[CH:17][CH:16]=[CH:15][C:14]=2[F:23])[N:8]=1)=[O:30] |f:2.3|. Procedure details: A solution of 2,6-difluoro-N-(1-{[2-fluoro-6-(trifluoromethyl)phenyl]methyl}-1H-pyrazol-3-yl)benzamide (for a preparation see Example 29)(61.25 g, 153 mmol), chloromethyl bis(1,1-dimethylethyl) phosphate (for a preparation see Intermediate 60)(47.6 g, 184 mmol) and potassium hydroxide (14.18 g, 215 mmol) in N,N-dimethylformamide (500 ml) was stirred at ambient temperature for 7 days. The reaction mixture was partitioned between ethyl acetate (350 ml) and water/brine (250 ml, 1:1 volume/volume). ... The reactants are solution, [OH-].[Na+] (sodium hydroxide), C(C)OC(=O)N1CCC(CC1)C1=C(C=C(C=C1)OCC1=CC=CC=C1)OCC1=CC=CC=C1 (4-(2,4-bis(benzyloxy)phenyl)piperidine-1-carboxylic acid ethyl ester), O (water). Solvent: C(C)O (ethanol). The product is C(C1=CC=CC=C1)OC1=C(C=CC(=C1)OCC1=CC=CC=C1)C1CCNCC1 (4-(2,4-bis(benzyloxy)phenyl)piperidine). The yield is 50.4%. Reaction SMILES: [OH-].[Na+].O.C(OC([N:9]1[CH2:14][CH2:13][CH:12]([C:15]2[CH:20]=[CH:19][C:18]([O:21][CH2:22][C:23]3[CH:28]=[CH:27][CH:26]=[CH:25][CH:24]=3)=[CH:17][C:16]=2[O:29][CH2:30][C:31]2[CH:36]=[CH:35][CH:34]=[CH:33][CH:32]=2)[CH2:11][CH2:10]1)=O)C>C(O)C>[CH2:30]([O:29][C:16]1[CH:17]=[C:18]([O:21][CH2:22][C:23]2[CH:24]=[CH:25][CH:26]=[CH:27][CH:28]=2)[CH:19]=[CH:20][C:15]=1[CH:12]1[CH2:13][CH2:14][NH:9][CH2:10][CH2:11]1)[C:31]1[CH:32]=[CH:33][CH:34]=[CH:35][CH:36]=1 |f:0.1|. Reported procedure: In a 500 ml three-necked flask, 9 g of 4-(2,4-bis(benzyloxy)phenyl)piperidine-1-carboxylic acid ethyl ester are dissolved in 180 ml of ethanol, and then 40 ml of a 5M solution of sodium hydroxide are added. The reaction mixture is brought to reflux for 48 hours. The reaction mixture is poured into 400 ml of water. The solid is filtered off and then chromatographed on silica gel (98/2 dichloromethane/methanol). 3.8 g of 4-(2,4-bis(benzyloxy)phenyl)piperidine are obtained. Starting materials: CC(C)(C)NC(=O)C1CC2CCCCC2CN1, [BH3-]C#N, CC(=O)O, [Na+], O=CC(O)C(Cc1ccccc1)N1C(=O)c2ccccc2C1=O. The product is CC(C)(C)NC(=O)C1CC2CCCCC2CN1CC(O)C(Cc1ccccc1)N1C(=O)c2ccccc2C1=O. RXN SMILES: [C:24]([CH3:25])([CH3:26])([CH3:27])[NH:28][C:29](=[O:30])[CH:31]1[NH:32][CH2:33][CH:34]2[CH2:35][CH2:36][CH2:37][CH2:38][CH:39]2[CH2:40]1.[C:41]([BH3-:42])#[N:43].[CH3:45][C:46](=[O:47])[OH:48].[Na+:44].[O:1]=[C:2]1[N:3]([CH:12]([CH:13]([CH:14]=[O:15])[OH:16])[CH2:17][c:18]2[cH:19][cH:20][cH:21][cH:22][cH:23]2)[C:4](=[O:11])[c:5]2[cH:6][cH:7][cH:8][cH:9][c:10]21>>[O:1]=[C:2]1[N:3]([CH:12]([CH:13]([CH2:14][N:32]2[CH:31]([C:29]([NH:28][C:24]([CH3:25])([CH3:26])[CH3:27])=[O:30])[CH2:40][CH:39]3[CH:34]([CH2:33]2)[CH2:35][CH2:36][CH2:37][CH2:38]3)[OH:16])[CH2:17][c:18]2[cH:19][cH:20][cH:21][cH:22][cH:23]2)[C:4](=[O:11])[c:5]2[cH:6][cH:7][cH:8][cH:9][c:10]21. Reactants: Cl.NC=1NC(C2=C(N1)C(=C(N2)N)CC2=CSC=C2)=O (2,6-diamino-3,5-dihydro-7-(3-thienylmethyl)-4H-pyrrolo[3,2-d]pyrimidin-4-one, hydrochloride), monohydrate, N(=O)[O-].[Na+] (sodium nitrite), Cl (hydrochloric acid). Run in O (water), O (water). Conditions: temperature 0 celsius, time 1.3 hour. The product is [Cl-].NC=1NC(C2=C(N1)C(=C(N2)[N+]#N)CC2=CSC=C2)=O (2-Amino-4,5-dihydro-4-oxo-7-(3-thienylmethyl)-3H-pyrrolo[3,2-d]pyrimidine-6-diazonium chloride). Reaction SMILES: [ClH:1].[NH2:2][C:3]1[NH:4][C:5](=[O:19])[C:6]2[NH:11][C:10]([NH2:12])=[C:9]([CH2:13][C:14]3[CH:18]=[CH:17][S:16][CH:15]=3)[C:7]=2[N:8]=1.Cl.[N:21]([O-])=O.[Na+]>O>[Cl-:1].[NH2:2][C:3]1[NH:4][C:5](=[O:19])[C:6]2[NH:11][C:10]([N+:12]#[N:21])=[C:9]([CH2:13][C:14]3[CH:18]=[CH:17][S:16][CH:15]=3)[C:7]=2[N:8]=1 |f:0.1,3.4,6.7|. Procedure details: Charged 23.4 kg (74.1 mol) of 2,6-diamino-3,5-dihydro-7-(3-thienylmethyl)-4H-pyrrolo[3,2-d]pyrimidin-4-one, hydrochloride, monohydrate (U.S. Pat. No. 4,923,872), 240 L water and 14.9 kg (147.1 mol) 36% hydrochloric acid to a nitrogen-purged 800 L reactor. The resulting slurry is cooled to 0° C. A solution of 7.9 kg (114.5 mol) sodium nitrite in 20 L water is added to the slurry over 40 minutes. The reaction mixture is heated to 20° C. and held at that temperature for 1.3 hours. The product is co...